This data is from the Open Reaction Database (ORD), a public repository of structured organic reaction records. The task is: describe an organic reaction: reactants, conditions, products, and yield The reactants are N1CC(CC1)N(C1=NC=CC(=N1)N1C=NC2=C1C=CC=C2)C (2-[(pyrrolidin-3-yl)-methylamino]-4-[benzimidazol-1-yl]pyrimidine), C1(=CC=CC=C1)N=C=O (phenyl isocyanate), C(Cl)Cl (CH2Cl2). Reaction conditions: time 4 hour. The product is C1(=CC=CC=C1)NC(=O)N1CC(CC1)CNC1=NC=CC(=N1)N1C=NC2=C1C=CC=C2 (2-[(1-(N-Phenylcarbamoyl)pyrrolidin-3-yl)methylamino]-4-[benzimidazol-1-yl]pyrimidine). RXN SMILES: [NH:1]1[CH2:5][CH2:4][CH:3]([N:6](C)[C:7]2[N:12]=[C:11]([N:13]3[C:17]4[CH:18]=[CH:19][CH:20]=[CH:21][C:16]=4[N:15]=[CH:14]3)[CH:10]=[CH:9][N:8]=2)[CH2:2]1.[C:23]1([N:29]=[C:30]=[O:31])[CH:28]=[CH:27][CH:26]=[CH:25][CH:24]=1.[CH2:32](Cl)Cl>>[C:23]1([NH:29][C:30]([N:1]2[CH2:2][CH2:32][CH:4]([CH2:3][NH:6][C:7]3[N:12]=[C:11]([N:13]4[C:17]5[CH:18]=[CH:19][CH:20]=[CH:21][C:16]=5[N:15]=[CH:14]4)[CH:10]=[CH:9][N:8]=3)[CH2:5]2)=[O:31])[CH:28]=[CH:27][CH:26]=[CH:25][CH:24]=1. Reported procedure: To a solution of 21 mg of 2-[(pyrrolidin-3-yl)-methylamino]-4-[benzimidazol-1-yl]pyrimidine in 1 mL of CH2Cl2 was added 11 mg of phenyl isocyanate. The mixture was stirred at room temperature for 4 h, then concentrated. The residue was purified by flash chromatography, eluting with a gradient system of 1:1 hexanes-acetone to 1:2 hexanes-acetone, to yield 24 mg of the title compound as an off-white foam. 1H NMR (500 MH, CDCl3): δ 8.63 (s, 1H), 8.41 (d, J=4.8, 1H), 8.18 (d, J=7.6 Hz, 1H), 7.87 (dd...